The task is: describe an organic reaction: reactants, conditions, products, and yield. This data is from the Open Reaction Database (ORD), a public repository of structured organic reaction records. Starting materials: O=C(NC1CCNCC1)c1ccccc1, O=C(CCCCl)c1ccccc1, ClC(Cl)Cl, [K+], [K+], O=C([O-])[O-], O. The product is O=C(CCCN1CCC(NC(=O)c2ccccc2)CC1)c1ccccc1. RXN SMILES: [C:13]([c:14]1[cH:15][cH:16][cH:17][cH:18][cH:19]1)(=[O:20])[NH:21][CH:22]1[CH2:23][CH2:24][NH:25][CH2:26][CH2:27]1.[Cl:1][CH2:2][CH2:3][CH2:4][C:5](=[O:6])[c:7]1[cH:8][cH:9][cH:10][cH:11][cH:12]1.[Cl:35][CH:36]([Cl:37])[Cl:38].[K+:28].[K+:29].[O-:30][C:31]([O-:32])=[O:33].[OH2:34]>>[CH2:2]([CH2:3][CH2:4][C:5](=[O:6])[c:7]1[cH:8][cH:9][cH:10][cH:11][cH:12]1)[N:25]1[CH2:24][CH2:23][CH:22]([NH:21][C:13]([c:14]2[cH:15][cH:16][cH:17][cH:18][cH:19]2)=[O:20])[CH2:27][CH2:26]1. The reactants are C=CC(=O)OC, C[O-], CO, COP([O-])OC, [Na+]. The product is COC(=O)CCP(=O)(OC)OC. RXN SMILES: [C:1]([CH:2]=[CH2:3])(=[O:4])[O:5][CH3:6].[CH3:13][O-:14].[CH3:16][OH:17].[CH3:7][O:8][P:9]([O:10][CH3:11])[O-:12].[Na+:15]>>[C:1]([CH2:2][CH2:3][P:9]([O:8][CH3:7])([O:10][CH3:11])=[O:12])(=[O:4])[O:5][CH3:6]. Starting materials: CCO, COC(=O)c1cc(Cl)c(N)c([N+](=O)[O-])c1O. The product is COC(=O)c1cc(Cl)c(N)c(N)c1O. Reaction SMILES: [CH3:17][CH2:18][OH:19].[N+:1]([O-:2])(=[O:3])[c:4]1[c:5]([OH:16])[c:6]([C:7](=[O:8])[O:9][CH3:10])[cH:11][c:12]([Cl:15])[c:13]1[NH2:14]>>[NH2:1][c:4]1[c:5]([OH:16])[c:6]([C:7](=[O:8])[O:9][CH3:10])[cH:11][c:12]([Cl:15])[c:13]1[NH2:14]. Starting materials: COC1=C2CCCC(C2=CC=C1)N (1,2,3,4-tetrahydro-5-methoxy-1-naphthalenamine), C1(=CC=CC=C1)C=1N=C(OC1C1=CC=CC=C1)CBr ((4,5-diphenyloxazol-2-yl)methyl bromide), C([O-])([O-])=O.[K+].[K+] (potassium carbonate). Solvent: CN(C)C=O (DMF). The product is C1(=CC=CC=C1)C=1N=C(OC1C1=CC=CC=C1)CNC1CCCC2=C(C=CC=C12)OC (1-[(4,5-diphenyloxazol-2-yl)methylamino]-1,2,3,4-tetrahydro-5-methoxynaphthalene). Yield: 76.5%. Reaction SMILES: [CH3:1][O:2][C:3]1[CH:12]=[CH:11][CH:10]=[C:9]2[C:4]=1[CH2:5][CH2:6][CH2:7][CH:8]2[NH2:13].[C:14]1([C:20]2[N:21]=[C:22]([CH2:31]Br)[O:23][C:24]=2[C:25]2[CH:30]=[CH:29][CH:28]=[CH:27][CH:26]=2)[CH:19]=[CH:18][CH:17]=[CH:16][CH:15]=1.C(=O)([O-])[O-].[K+].[K+]>CN(C=O)C>[C:14]1([C:20]2[N:21]=[C:22]([CH2:31][NH:13][CH:8]3[C:9]4[C:4](=[C:3]([O:2][CH3:1])[CH:12]=[CH:11][CH:10]=4)[CH2:5][CH2:6][CH2:7]3)[O:23][C:24]=2[C:25]2[CH:26]=[CH:27][CH:28]=[CH:29][CH:30]=2)[CH:19]=[CH:18][CH:17]=[CH:16][CH:15]=1 |f:2.3.4|. Procedure details: A solution of 1,2,3,4-tetrahydro-5-methoxy-1-naphthalenamine (0.34 g), (4,5-diphenyloxazol-2-yl)methyl bromide (0.50 g) and potassium carbonate (0.60 g) in DMF (7 ml) was stirred for 5 hours at room temperature. The mixture was partitioned between ethyl acetate and water. The organic layer was washed with brine. The dried solvent was evaporated in vacuo. The residue was purified by chromatography on silica gel to give 1-[(4,5-diphenyloxazol-2-yl)methylamino]-1,2,3,4-tetrahydro-5-methoxynaphthale... The reactants are ClC1=CC=C(OCN=C=S)C=C1 (p-chlorophenoxymethyl isothiocyanate), [SH-].[K+] (potassium hydrosulfide). The solvent is C(C)(C)(C)O (t-butyl alcohol), CC(=O)C (acetone). Yields the product ClC1=CC=C(OCNC([S-])=S)C=C1.[K+] (Potassium p-chlorophenoxymethyldithiocarbamate). RXN SMILES: [Cl:1][C:2]1[CH:12]=[CH:11][C:5]([O:6][CH2:7][N:8]=[C:9]=[S:10])=[CH:4][CH:3]=1.[SH-:13].[K+:14]>C(O)(C)(C)C.CC(C)=O>[Cl:1][C:2]1[CH:3]=[CH:4][C:5]([O:6][CH2:7][NH:8][C:9](=[S:13])[S-:10])=[CH:11][CH:12]=1.[K+:14] |f:1.2,5.6|. Procedure: Potassium p-chlorophenoxymethyldithiocarbamate was prepared by the reaction of p-chlorophenoxymethyl isothiocyanate with potassium hydrosulfide in a mixture of t-butyl alcohol and acetone. The reactants are Cl.C(C)N=C=NCCCN(C)C (1-ethyl-3-(3-dimethylaminopropyl)carbodiimide hydrochloride), ClCCl (dichloromethane), C(#N)C=1C=C(C=CC1)CCN1CCC(CC1)(O)CN(C1=CC=C(C(=O)OC)C=C1)C (methyl 4-({1-[2-(3-cyanophenyl)ethyl]-4-hydroxypiperidin-4-ylmethyl}methylamino)benzoate), CS(=O)(=O)C1=CC=C(C=C1)CC(=O)O (4-methylsulfonylphenylacetic acid). Solvent: O (water). Conditions: time 1 hour. Yields the product OC1(CCN(CC1)C(CC1=CC=C(C=C1)S(=O)(=O)C)=O)CN(C1=CC=C(C(=O)OC)C=C1)C (methyl 4-({4-hydroxy-1-[2-(4-methanesulfonylphenyl)acetyl]piperidin-4-ylmethyl}methylamino)benzoate). The yield is 129.8%. RXN SMILES: Cl.C(N=C=NCCCN(C)C)C.ClCCl.C(C1C=C(CC[N:26]2[CH2:31][CH2:30][C:29]([CH2:33][N:34]([CH3:45])[C:35]3[CH:44]=[CH:43][C:38]([C:39]([O:41][CH3:42])=[O:40])=[CH:37][CH:36]=3)([OH:32])[CH2:28][CH2:27]2)C=CC=1)#N.[CH3:46][S:47]([C:50]1[CH:55]=[CH:54][C:53]([CH2:56][C:57]([OH:59])=O)=[CH:52][CH:51]=1)(=[O:49])=[O:48]>O>[OH:32][C:29]1([CH2:33][N:34]([CH3:45])[C:35]2[CH:44]=[CH:43][C:38]([C:39]([O:41][CH3:42])=[O:40])=[CH:37][CH:36]=2)[CH2:30][CH2:31][N:26]([C:57](=[O:59])[CH2:56][C:53]2[CH:52]=[CH:51][C:50]([S:47]([CH3:46])(=[O:48])=[O:49])=[CH:55][CH:54]=2)[CH2:27][CH2:28]1 |f:0.1|. Procedure: 1-ethyl-3-(3-dimethylaminopropyl)carbodiimide hydrochloride (0.68 g) was added to a dichloromethane solution (15 mL) of the compound (0.90 g) obtained in Step 3 of Example 25 and 4-methylsulfonylphenylacetic acid (0.76 g) and the mixture was stirred at room temperature for one hour. The reaction mixture was poured into cold water (80 mL) and then separated, and the aqueous layer was extracted with dichloromethane. The organic layer was combined and washed with water and brine successively, and t... The reactants are OO (hydrogen peroxide), NC(=O)C1=C(C=CC=C1)NC(NC(C1=CC=C(C=C1)C)=O)=S (N-[[[2-(aminocarbonyl)phenyl]amino]thioxomethyl]-4-methylbenzamide), N (ammonia), OO (hydrogen peroxide). The solvent is CO (methanol). Conditions: time 8 hour. The product is O=C1N=C(NC2=CC=CC=C12)NC(C1=CC=C(C=C1)C)=O (N-(1,4-Dihydro-4-oxo-2-quinazolinyl)-4-methylbenzamide). The yield is 16.9%. As a reaction SMILES: [NH2:1][C:2]([C:4]1[CH:9]=[CH:8][CH:7]=[CH:6][C:5]=1[NH:10][C:11](=S)[NH:12][C:13](=[O:21])[C:14]1[CH:19]=[CH:18][C:17]([CH3:20])=[CH:16][CH:15]=1)=[O:3].N.OO>CO>[O:3]=[C:2]1[C:4]2[C:5](=[CH:6][CH:7]=[CH:8][CH:9]=2)[NH:10][C:11]([NH:12][C:13](=[O:21])[C:14]2[CH:19]=[CH:18][C:17]([CH3:20])=[CH:16][CH:15]=2)=[N:1]1. Procedure: To a stirred mixture of 9.3 g of the above benzamide, 100 ml of methanolic ammonia and 100 ml of methanol was added dropwise 10 ml of 30% hydrogen peroxide over 3 minutes. When the exotherm subsided to 40° C., 15 ml of 30% hydrogen peroxide was added. The mixture was stirred overnight, the solid collected, partially dissolved in 800 ml of hot acetonitrile filtered and the filtrate chilled, giving 1.4 g of the desirred product as white crystals, mp 238°-239° C. (dec.).